From a dataset of the Open Reaction Database (ORD), a public repository of structured organic reaction records. describe an organic reaction: reactants, conditions, products, and yield The reactants are O=C(Cl)c1ccccc1, Cn1c(C#N)ccc1-c1ccc(N)cc1. Yields the product Cn1c(C#N)ccc1-c1ccc(NC(=O)c2ccccc2)cc1. RXN SMILES: [C:16]([c:17]1[cH:18][cH:19][cH:20][cH:21][cH:22]1)(=[O:23])[Cl:24].[NH2:1][c:2]1[cH:3][cH:4][c:5](-[c:8]2[cH:9][cH:10][c:11]([C:14]#[N:15])[n:12]2[CH3:13])[cH:6][cH:7]1>>[NH:1]([c:2]1[cH:3][cH:4][c:5](-[c:8]2[cH:9][cH:10][c:11]([C:14]#[N:15])[n:12]2[CH3:13])[cH:6][cH:7]1)[C:16]([c:17]1[cH:18][cH:19][cH:20][cH:21][cH:22]1)=[O:23]. Starting materials: FC1=CC(=C(C=C1)C1=C(C=NC=C1)NCC1(COC1)C)OC ([4-(4-fluoro-2-methoxy-phenyl)-pyridin-3-yl]-(3-methyl-oxetan-3-ylmethyl)-amine), FC(C=1C=C(C(=O)O)C=C(N1)C(F)(F)F)(F)F (2,6-bis(trifluoromethyl)isonicotinic acid). The product is FC1=CC(=C(C=C1)C1=C(C=NC=C1)N(C(C1=CC(=NC(=C1)C(F)(F)F)C(F)(F)F)=O)CC1(COC1)C)OC (N-[4-(4-Fluoro-2-methoxy-phenyl)-pyridin-3-yl]-N-(3-methyl-oxetan-3-ylmethyl)-2,6-bis-trifluoromethyl-isonicotinamide). Reaction SMILES: [F:1][C:2]1[CH:7]=[CH:6][C:5]([C:8]2[CH:13]=[CH:12][N:11]=[CH:10][C:9]=2[NH:14][CH2:15][C:16]2([CH3:20])[CH2:19][O:18][CH2:17]2)=[C:4]([O:21][CH3:22])[CH:3]=1.[F:23][C:24]([F:39])([F:38])[C:25]1[CH:26]=[C:27]([CH:31]=[C:32]([C:34]([F:37])([F:36])[F:35])[N:33]=1)[C:28](O)=[O:29]>>[F:1][C:2]1[CH:7]=[CH:6][C:5]([C:8]2[CH:13]=[CH:12][N:11]=[CH:10][C:9]=2[N:14]([CH2:15][C:16]2([CH3:20])[CH2:19][O:18][CH2:17]2)[C:28](=[O:29])[C:27]2[CH:31]=[C:32]([C:34]([F:35])([F:36])[F:37])[N:33]=[C:25]([C:24]([F:39])([F:23])[F:38])[CH:26]=2)=[C:4]([O:21][CH3:22])[CH:3]=1. Reported procedure: The title compound was prepared in analogy to example 90, from [4-(4-fluoro-2-methoxy-phenyl)-pyridin-3-yl]-(3-methyl-oxetan-3-ylmethyl)-amine and 2,6-bis(trifluoromethyl)isonicotinic acid (Key Organics Ltd.) after a reaction time of 16 hours. The compound was purified by silica gel chromatography on a 10 g column using a MPLC system eluting with a gradient of n-heptane:EtOAc (100:0 to 0:100) followed by a second chromatography using preparative HPLC (Gemini NX column) and a gradient of methanol... The reactants are CC(C)CC(C)O, CO, CCC1(CC)CN(C2CCCC2)c2nc(Cl)ncc2N(C)C1=O, COc1cc(C(=O)NCC(C)(C)CN2CCCC2)ccc1N, O, Cc1ccc(S(=O)(=O)O)cc1. Product: CCC1(CC)CN(C2CCCC2)c2nc(Nc3ccc(C(=O)NCC(C)(C)CN4CCCC4)cc3OC)ncc2N(C)C1=O. As a reaction SMILES: [CH3:58][CH:59]([CH3:60])[CH2:61][CH:62]([OH:63])[CH3:64].[CH3:65][OH:66].[Cl:1][c:2]1[n:3][cH:4][c:5]2[c:11]([n:12]1)[N:10]([CH:13]1[CH2:14][CH2:15][CH2:16][CH2:17]1)[CH2:9][C:8]([CH2:18][CH3:19])([CH2:20][CH3:21])[C:7](=[O:22])[N:6]2[CH3:23].[NH2:36][c:37]1[c:38]([O:56][CH3:57])[cH:39][c:40]([C:41](=[O:42])[NH:43][CH2:44][C:45]([CH2:46][N:47]2[CH2:48][CH2:49][CH2:50][CH2:51]2)([CH3:52])[CH3:53])[cH:54][cH:55]1.[OH2:24].[c:25]1([CH3:26])[cH:27][cH:28][c:29]([S:30]([OH:31])(=[O:32])=[O:33])[cH:34][cH:35]1>>[c:2]1([NH:36][c:37]2[c:38]([O:56][CH3:57])[cH:39][c:40]([C:41](=[O:42])[NH:43][CH2:44][C:45]([CH2:46][N:47]3[CH2:48][CH2:49][CH2:50][CH2:51]3)([CH3:52])[CH3:53])[cH:54][cH:55]2)[n:3][cH:4][c:5]2[c:11]([n:12]1)[N:10]([CH:13]1[CH2:14][CH2:15][CH2:16][CH2:17]1)[CH2:9][C:8]([CH2:18][CH3:19])([CH2:20][CH3:21])[C:7](=[O:22])[N:6]2[CH3:23]. Reaction SMILES: [CH2:1]([O:3][C:4]([C:6]1([C:13]2[CH:18]=[CH:17][CH:16]=[CH:15][CH:14]=2)[CH2:11][CH2:10][C:9](=[O:12])[CH2:8][CH2:7]1)=[O:5])[CH3:2].[Br:19]C1CC(C(C)C)CCC1=O>>[CH2:1]([O:3][C:4]([C:6]1([C:13]2[CH:14]=[CH:15][CH:16]=[CH:17][CH:18]=2)[CH2:7][CH2:8][C:9](=[O:12])[CH:10]([Br:19])[CH2:11]1)=[O:5])[CH3:2]. Reactants: C(C)OC(=O)C1(CCC(CC1)=O)C1=CC=CC=C1 (4-oxo-1-phenyl-cyclohexane carboxylic acid ethyl ester), crude product, BrC1C(CCC(C1)C(C)C)=O (2-bromo-4-isopropyl-cyclohexanone). The product is C(C)OC(=O)C1(CC(C(CC1)=O)Br)C1=CC=CC=C1 (3-bromo-4-oxo-1-phenyl-cyclohexane carboxylic acid ethyl ester). Procedure details: The bromination of 4-oxo-1-phenyl-cyclohexane carboxylic acid ethyl ester takes place in a manner similar to that described above for the preparation of 2-bromo-4-isopropyl-cyclohexanone. The title compound is reacted as a crude product without further characterization.